This data is from the Open Reaction Database (ORD), a public repository of structured organic reaction records. The task is: describe an organic reaction: reactants, conditions, products, and yield The reactants are NC(=O)c1ccc(Oc2ccc(C3OCCO3)cc2F)cn1, NCCc1cccs1. Yields the product NC(=O)c1ccc(Oc2ccc(CNCCc3cccs3)cc2F)cn1. RXN SMILES: [O:1]1[CH:2]([c:6]2[cH:7][c:8]([F:22])[c:9]([O:10][c:11]3[cH:12][cH:13][c:14]([C:17](=[O:18])[NH2:19])[n:15][cH:16]3)[cH:20][cH:21]2)[O:5][CH2:4][CH2:3]1.[s:23]1[c:24]([CH2:28][CH2:29][NH2:30])[cH:25][cH:26][cH:27]1>>[CH2:2]([c:6]1[cH:7][c:8]([F:22])[c:9]([O:10][c:11]2[cH:12][cH:13][c:14]([C:17](=[O:18])[NH2:19])[n:15][cH:16]2)[cH:20][cH:21]1)[NH:30][CH2:29][CH2:28][c:24]1[s:23][cH:27][cH:26][cH:25]1. Reactants: ClCCl, [Na+], [Na+], CCCCCC(O)c1ccc(CN(CCCCCCC(=O)O)S(C)(=O)=O)cc1, O=S([O-])([O-])=S. Product: CCCCCC(=O)c1ccc(CN(CCCCCCC(=O)O)S(C)(=O)=O)cc1. Reaction SMILES: [Cl:36][CH2:37][Cl:38].[Na+:34].[Na+:35].[OH:1][CH:2]([CH2:3][CH2:4][CH2:5][CH2:6][CH3:7])[c:8]1[cH:9][cH:10][c:11]([CH2:12][N:13]([CH2:14][CH2:15][CH2:16][CH2:17][CH2:18][CH2:19][C:20](=[O:21])[OH:22])[S:23](=[O:24])(=[O:25])[CH3:26])[cH:27][cH:28]1.[S:29]([O-:30])([O-:31])(=[O:32])=[S:33]>>[O:1]=[C:2]([CH2:3][CH2:4][CH2:5][CH2:6][CH3:7])[c:8]1[cH:9][cH:10][c:11]([CH2:12][N:13]([CH2:14][CH2:15][CH2:16][CH2:17][CH2:18][CH2:19][C:20](=[O:21])[OH:22])[S:23](=[O:24])(=[O:25])[CH3:26])[cH:27][cH:28]1. The reactants are C1(=CC=C(C=C1)C=O)C (p-tolualdehyde), N1CCC(CC1)CCOC1=CC=C(C=C1)C1=NC2=C(N1)C=CC(=C2)C(=O)N (2-[4-(2-piperidin-4-yl-ethoxy)-phenyl]-1H-benzoimidazole-5-carboxylic acid amide), N1C(CCCC1)CCOC1=CC=C(C=C1)C1=NC2=C(N1)C=CC(=C2)C(=O)N (2-[4-(2-piperidin-2-yl-ethoxy)-phenyl]-1H-benzoimidazole-5-carboxylic acid amide). Yields the product COC1=CC=C(CN2CCC(CC2)CCOC2=CC=C(C=C2)C2=NC3=C(N2)C=CC(=C3)C(=O)N)C=C1 (2-(4-{2-[1-(4-Methoxy-benzyl)-piperidin-4-yl]-ethoxy}-phenyl)-1H-benzoimidazole-5-carboxylic acid amide). As a reaction SMILES: C1(C)C=CC(C=O)=CC=1.[NH:10]1[CH2:15][CH2:14][CH:13]([CH2:16][CH2:17][O:18][C:19]2[CH:24]=[CH:23][C:22]([C:25]3[NH:29][C:28]4[CH:30]=[CH:31][C:32]([C:34]([NH2:36])=[O:35])=[CH:33][C:27]=4[N:26]=3)=[CH:21][CH:20]=2)[CH2:12][CH2:11]1.N1CCCCC1C[CH2:44][O:45][C:46]1[CH:51]=[CH:50][C:49]([C:52]2NC3C=CC(C(N)=O)=CC=3N=2)=[CH:48][CH:47]=1>>[CH3:44][O:45][C:46]1[CH:51]=[CH:50][C:49]([CH2:52][N:10]2[CH2:15][CH2:14][CH:13]([CH2:16][CH2:17][O:18][C:19]3[CH:20]=[CH:21][C:22]([C:25]4[NH:29][C:28]5[CH:30]=[CH:31][C:32]([C:34]([NH2:36])=[O:35])=[CH:33][C:27]=5[N:26]=4)=[CH:23][CH:24]=3)[CH2:12][CH2:11]2)=[CH:48][CH:47]=1. Reported procedure: This compound was prepared using the methods outlined in Example 27, substituting p-anisaldehyde for p-tolualdehyde and 2-[4-(2-piperidin-4-yl-ethoxy)-phenyl]-1H-benzoimidazole-5-carboxylic acid amide for 2-[4-(2-piperidin-2-yl-ethoxy)-phenyl]-1H-benzoimidazole-5-carboxylic acid amide. HPLC (Method C): Rt=4.49. MS (ESI+): mass calcd. for C29H32N4O3, 484.25; m/z found, 485.4 [M+H]+. 1H NMR (500 MHz, CD3OD): 8.17 (s, 1H), 8.00 (d, J=8.8 Hz, 2H), 7.93 (d, J=8.5 Hz, 1H), 7.69 (d, J=8.5 Hz, 1H), 7.31... The reactants are ClCCCOC1=C(C=C2C(=CC=NC2=C1)OC1=C(C=C(C(=C1)C)C)C(C)=O)OC (1-{2-[7-(3-Chloro-propoxy)-6-methoxy-quinolin-4-yloxy]-4,5-dimethyl-phenyl}-ethanone), C([O-])([O-])=O.[K+].[K+] (potassium carbonate), O (water), ClCCCOC1=C(C=C2C(=CC=NC2=C1)OC1=C(C=C(C(=C1)C)C)C(C)=O)OC (1-{2-[7-(3-Chloro-propoxy)-6-methoxy-quinolin-4-yloxy]-4,5-dimethyl-phenyl}-ethanone), N1C=NC=C1 (imidazole). Run in CN(C=O)C (N,N-dimethylformamide). Conditions: temperature 80 celsius, time 8 hour. Yields the product N1(C=NC=C1)CCCOC1=C(C=C2C(=CC=NC2=C1)OC1=C(C=C(C(=C1)C)C)C(C)=O)OC (1-{2-[7-(3-Imidazol-1-yl-propoxy)-6-methoxy-quinolin-4-yloxy]-4,5-dimethyl-phenyl}-ethanone). The yield is 62.7%. Reaction SMILES: Cl[CH2:2][CH2:3][CH2:4][O:5][C:6]1[CH:15]=[C:14]2[C:9]([C:10]([O:16][C:17]3[CH:22]=[C:21]([CH3:23])[C:20]([CH3:24])=[CH:19][C:18]=3[C:25](=[O:27])[CH3:26])=[CH:11][CH:12]=[N:13]2)=[CH:8][C:7]=1[O:28][CH3:29].[NH:30]1[CH:34]=[CH:33][N:32]=[CH:31]1.C(=O)([O-])[O-].[K+].[K+].O>CN(C)C=O>[N:30]1([CH2:2][CH2:3][CH2:4][O:5][C:6]2[CH:15]=[C:14]3[C:9]([C:10]([O:16][C:17]4[CH:22]=[C:21]([CH3:23])[C:20]([CH3:24])=[CH:19][C:18]=4[C:25](=[O:27])[CH3:26])=[CH:11][CH:12]=[N:13]3)=[CH:8][C:7]=2[O:28][CH3:29])[CH:34]=[CH:33][N:32]=[CH:31]1 |f:2.3.4|. Procedure details: 1-{2-[7-(3-Chloro-propoxy)-6-methoxy-quinolin-4-yloxy]-4,5-dimethyl-phenyl}-ethanone (compound 318) (77 mg), imidazole (38 mg), and potassium carbonate (131 mg) were suspended in N,N-dimethylformamide (2 ml), and the suspension was stirred at 80° C. overnight. The reaction solution was cooled to room temperature, water was then added to the reaction solution, and the mixture was extracted with ethyl acetate. The ethyl acetate layer was then washed with water and saturated brine and was dried ove... The reactants are C(C)(C)(C)OC(N[C@@H]1CC[C@H](CC1)OC=1C=C2CCC(OC2=CC1)C1=C(C=CC=C1)C)=O ([trans-4-(2-o-tolyl-chroman-6-yloxy)-cyclohexyl]-carbamic acid tert-butyl ester), Cl (hydrogen chloride). As a reaction SMILES: C(OC(=O)[NH:7][C@H:8]1[CH2:13][CH2:12][C@H:11]([O:14][C:15]2[CH:16]=[C:17]3[C:22](=[CH:23][CH:24]=2)[O:21][CH:20]([C:25]2[CH:30]=[CH:29][CH:28]=[CH:27][C:26]=2[CH3:31])[CH2:19][CH2:18]3)[CH2:10][CH2:9]1)(C)(C)C.[ClH:33]>O1CCOCC1.C(OCC)C>[ClH:33].[C:26]1([CH3:31])[CH:27]=[CH:28][CH:29]=[CH:30][C:25]=1[CH:20]1[CH2:19][CH2:18][C:17]2[C:22](=[CH:23][CH:24]=[C:15]([O:14][C@H:11]3[CH2:10][CH2:9][C@H:8]([NH2:7])[CH2:13][CH2:12]3)[CH:16]=2)[O:21]1 |f:4.5|. Run in O1CCOCC1 (1,4-dioxane), C(C)OCC (diethyl ether). Procedure details: 6 g (13.7 mmol) of [trans-4-(2-o-tolyl-chroman-6-yloxy)-cyclohexyl]-carbamic acid tert-butyl ester were dissolved in 50 ml of 1,4-dioxane and 25 ml of 2N hydrogen chloride in diethyl ether. The diethyl ether was removed by evaporation and the remaining solution was refluxed until no starting material could be detected by RP-HPLC. The resulting suspension was cooled to 0° C. and the crystals were collected by filtration, washed once with cold methyl tert-butyl ether and dried in vacuum at 25° C. ... Run at temperature 0 celsius. The product is Cl.C1(=C(C=CC=C1)C1OC2=CC=C(C=C2CC1)O[C@@H]1CC[C@H](CC1)N)C (trans-4-(2-o-Tolyl-chroman-6-yloxy)-cyclohexylamine hydrochloride). Reactants: CN(CCOc1ccc(Cn2cc(CO)c(-c3ccccc3)c2)cc1)c1ccccn1, C1CCOC1. The product is CN(CCOc1ccc(Cn2cc(C=O)c(-c3ccccc3)c2)cc1)c1ccccn1. As a reaction SMILES: [CH3:1][N:2]([c:3]1[n:4][cH:5][cH:6][cH:7][cH:8]1)[CH2:9][CH2:10][O:11][c:12]1[cH:13][cH:14][c:15]([CH2:16][n:17]2[cH:18][c:19]([CH2:28][OH:29])[c:20](-[c:22]3[cH:23][cH:24][cH:25][cH:26][cH:27]3)[cH:21]2)[cH:30][cH:31]1.[O:32]1[CH2:33][CH2:34][CH2:35][CH2:36]1>>[CH3:1][N:2]([c:3]1[n:4][cH:5][cH:6][cH:7][cH:8]1)[CH2:9][CH2:10][O:11][c:12]1[cH:13][cH:14][c:15]([CH2:16][n:17]2[cH:18][c:19]([CH:28]=[O:29])[c:20](-[c:22]3[cH:23][cH:24][cH:25][cH:26][cH:27]3)[cH:21]2)[cH:30][cH:31]1.